Dataset: the Open Reaction Database (ORD), a public repository of structured organic reaction records. Task: describe an organic reaction: reactants, conditions, products, and yield Reactants: CCCc1nc(C(F)(F)F)ccc1C=CC(=O)O, Cl, C#Cc1cc(CN)cc(F)c1NS(C)(=O)=O. Product: C#Cc1cc(CNC(=O)C=Cc2ccc(C(F)(F)F)nc2CCC)cc(F)c1NS(C)(=O)=O. As a reaction SMILES: [CH2:18]([CH2:19][CH3:20])[c:21]1[n:22][c:23]([C:32]([F:33])([F:34])[F:35])[cH:24][cH:25][c:26]1[CH:27]=[CH:28][C:29](=[O:30])[OH:31].[ClH:17].[NH2:1][CH2:2][c:3]1[cH:4][c:5]([F:16])[c:6]([NH:11][S:12](=[O:13])(=[O:14])[CH3:15])[c:7]([C:9]#[CH:10])[cH:8]1>>[NH:1]([CH2:2][c:3]1[cH:4][c:5]([F:16])[c:6]([NH:11][S:12](=[O:13])(=[O:14])[CH3:15])[c:7]([C:9]#[CH:10])[cH:8]1)[C:29]([CH:28]=[CH:27][c:26]1[c:21]([CH2:18][CH2:19][CH3:20])[n:22][c:23]([C:32]([F:33])([F:34])[F:35])[cH:24][cH:25]1)=[O:30].